Dataset: the Open Reaction Database (ORD), a public repository of structured organic reaction records. Task: describe an organic reaction: reactants, conditions, products, and yield RXN SMILES: [N:1]1([CH:7]2[CH2:12][CH2:11][N:10]([C:13](=[O:54])[CH:14]([NH:34][C:35]([N:37]3[CH2:42][CH2:41][CH:40]([N:43]4[CH2:52][C:51]5[C:46](=[CH:47][CH:48]=[CH:49][CH:50]=5)[NH:45][C:44]4=[O:53])[CH2:39][CH2:38]3)=[O:36])[CH2:15][C:16]3[CH:17]=[C:18]4[C:22](=[CH:23][CH:24]=3)[N:21](S(CC[Si](C)(C)C)(=O)=O)[CH:20]=[CH:19]4)[CH2:9][CH2:8]2)[CH2:6][CH2:5][CH2:4][CH2:3][CH2:2]1.[F-].[Cs+]>C(#N)C>[N:1]1([CH:7]2[CH2:12][CH2:11][N:10]([C:13](=[O:54])[CH:14]([NH:34][C:35]([N:37]3[CH2:42][CH2:41][CH:40]([N:43]4[CH2:52][C:51]5[C:46](=[CH:47][CH:48]=[CH:49][CH:50]=5)[NH:45][C:44]4=[O:53])[CH2:39][CH2:38]3)=[O:36])[CH2:15][C:16]3[CH:17]=[C:18]4[C:22](=[CH:23][CH:24]=3)[NH:21][CH:20]=[CH:19]4)[CH2:9][CH2:8]2)[CH2:2][CH2:3][CH2:4][CH2:5][CH2:6]1 |f:1.2|. Procedure: A mixture of 4-(2-Oxo-1,4-dihydro-2H-quinazolin-3-yl)-piperidine-1-carboxylic acid {2-[1,4′]bipiperidinyl-1′-yl-2-oxo-1-[1-(2-trimethylsilanyl-ethanesulfonyl)-1H-indol-5-ylmethyl]-ethyl}-amide (52 mg, 0.067 mmol), cesium fluoride (51 mg, 0.33 mmol) in acetonitrile (5 mL) was heated at 80° C. for 4 h. The solvents were removed in vacuo and the residue was subjected to chromatography on silica gel using methylene chloride/methanol/triethylamine (93:5:2) as eluent to afford the title compound as a ... Run at temperature 80 celsius. Run in C(C)#N (acetonitrile). Yield: 70.0%. The reactants are N1(CCCCC1)C1CCN(CC1)C(C(CC=1C=C2C=CN(C2=CC1)S(=O)(=O)CC[Si](C)(C)C)NC(=O)N1CCC(CC1)N1C(NC2=CC=CC=C2C1)=O)=O (4-(2-Oxo-1,4-dihydro-2H-quinazolin-3-yl)-piperidine-1-carboxylic acid {2-[1,4′]bipiperidinyl-1′-yl-2-oxo-1-[1-(2-trimethylsilanyl-ethanesulfonyl)-1H-indol-5-ylmethyl]-ethyl}-amide), [F-].[Cs+] (cesium fluoride). Yields the product N1(CCCCC1)C1CCN(CC1)C(C(CC=1C=C2C=CNC2=CC1)NC(=O)N1CCC(CC1)N1C(NC2=CC=CC=C2C1)=O)=O ((±)-4-(2-Oxo-1,4-dihydro-2H-quinazolin-3-yl)-piperidine-1-carboxylic acid[2-[1,4′]bipiperidinyl-1′-yl-1-(1H-indol-5-ylmethyl)-2-oxo-ethyl]-amide).